describe an organic reaction: reactants, conditions, products, and yield From a dataset of the Open Reaction Database (ORD), a public repository of structured organic reaction records. The reactants are Cl (HCl), Cl[Si](C)(C)C (chlorotrimethylsilane), [Li+].CC(C)[N-]C(C)C (LDA), [Li+].CC(C)[N-]C(C)C (LDA), BrC1=C(C=CC=C1)Br (1,2-dibromobenzene), Cl[Si](C)(C)C (chlorotrimethylsilane). Solvent: C1CCOC1 (THF). Reaction conditions: temperature -78 celsius, time 30 minute. The product is BrC1=C(C=CC(=C1Br)[Si](C)(C)C)[Si](C)(C)C (2,3-dibromo-1,4-bis-trimethylsilanyl-benzene). Reaction SMILES: [Li+].CC([N-]C(C)C)C.[Br:9][C:10]1[CH:15]=[CH:14][CH:13]=[CH:12][C:11]=1[Br:16].Cl[Si:18]([CH3:21])([CH3:20])[CH3:19].Cl>C1COCC1>[Br:9][C:10]1[C:11]([Br:16])=[C:12]([Si:18]([CH3:21])([CH3:20])[CH3:19])[CH:13]=[CH:14][C:15]=1[Si:18]([CH3:21])([CH3:20])[CH3:19] |f:0.1|. Procedure: LDA (2 M, 70 mL, 140 mmol) was added dropwise to a solution of 1,2-dibromobenzene (15.0 g, 64 mmol) and chlorotrimethylsilane (20 mL, 153 mmol) in THF (90 mL) at −78° C. The resultant brown suspension was stirred at −78° C. for 30 min and then gradually warmed to room temperature. The reaction mixture was stirred for 18 h and then cooled to −78° C. again and chlorotrimethylsilane (20 mL, 153 mmol) was added. LDA (2M, 70 mL, 140 mmol) was added dropwise and the resultant brown suspension was stir... Starting materials: diol, [H-].[Na+] (NaH), C1CCOC1 (THF), ice water, CCCCCC (n-hexane), C(C1=CC=CC=C1)Br (benzyl bromide), C(C)(=O)OCC (ethyl acetate). Run at time 2 hour. The product is C1(=CC=CC=C1)COCCCCO (4-(phenylmethoxy)butane-1-ol). Isolated yield 16.0%. RXN SMILES: [H-].[Na+].[CH2:3](Br)[C:4]1[CH:9]=[CH:8][CH:7]=[CH:6][CH:5]=1.CCCCCC.C([O:20][CH2:21][CH3:22])(=O)C.C1C[O:26][CH2:25][CH2:24]1>>[C:4]1([CH2:3][O:26][CH2:25][CH2:24][CH2:22][CH2:21][OH:20])[CH:9]=[CH:8][CH:7]=[CH:6][CH:5]=1 |f:0.1|. Reported procedure: To a solution of diol compound (4.51 g, 50 mmol) in dry THF (50 ml) was added 60% NaH (1.6 g, 43 mmol) at 0° C. After stirring for 2 hours, benzyl bromide (5.7 g, 33 mmol) was added dropwise and stirred for 15 hours. After the reaction was completed, ice-water was added, and the mixture was extracted with ethyl acetate. The organic layer was washed with brine, dried over anhydrous sodium sulfate, and filtered. The organic solvent was removed under reduced pressure to give a crude product. This c... The reactants are O=C([O-])[O-], [Cs+], [Cs+], CC(C)(F)COS(=O)(=O)C(F)(F)F, NC1=NC2(CO1)c1cc(Br)ccc1Oc1ncc(O)cc12, CN(C)C=O. Yields the product CC(C)(F)COc1cnc2c(c1)C1(COC(N)=N1)c1cc(Br)ccc1O2. RXN SMILES: [C:27](=[O:28])([O-:29])[O-:30].[Cs+:31].[Cs+:32].[F:33][C:34]([F:35])([F:36])[S:37]([O:38][CH2:39][C:40]([CH3:41])([CH3:42])[F:43])(=[O:44])=[O:45].[NH2:1][C:2]1=[N:21][C:5]2([CH2:4][O:3]1)[c:6]1[cH:7][c:8]([Br:20])[cH:9][cH:10][c:11]1[O:12][c:13]1[n:14][cH:15][c:16]([OH:19])[cH:17][c:18]12.[O:22]=[CH:23][N:24]([CH3:25])[CH3:26]>>[NH2:1][C:2]1=[N:21][C:5]2([CH2:4][O:3]1)[c:6]1[cH:7][c:8]([Br:20])[cH:9][cH:10][c:11]1[O:12][c:13]1[n:14][cH:15][c:16]([O:19][CH2:39][C:40]([CH3:41])([CH3:42])[F:43])[cH:17][c:18]12. The reactants are C(C)(=O)NCC1=CC=C(C(=O)O)C=C1 (4-(acetylaminomethyl)benzoic acid), C1(CC1)C=1C=C(C(=NC1)N1CCNCC1)C (1-(5-cyclopropyl-3-methylpyridin-2-yl)piperazine). The product is C1(CC1)C=1C=C(C(=NC1)N1CCN(CC1)C(=O)C1=CC=C(CNC(C)=O)C=C1)C (N-{4-[4-(5-cyclopropyl-3-methylpyridin-2-yl)piperazine-1-carbonyl]benzyl}acetamide). Yield: 40.7%. As a reaction SMILES: [C:1]([NH:4][CH2:5][C:6]1[CH:14]=[CH:13][C:9]([C:10]([OH:12])=O)=[CH:8][CH:7]=1)(=[O:3])[CH3:2].[CH:15]1([C:18]2[CH:19]=[C:20]([CH3:30])[C:21]([N:24]3[CH2:29][CH2:28][NH:27][CH2:26][CH2:25]3)=[N:22][CH:23]=2)[CH2:17][CH2:16]1>>[CH:15]1([C:18]2[CH:19]=[C:20]([CH3:30])[C:21]([N:24]3[CH2:25][CH2:26][N:27]([C:10]([C:9]4[CH:8]=[CH:7][C:6]([CH2:5][NH:4][C:1](=[O:3])[CH3:2])=[CH:14][CH:13]=4)=[O:12])[CH2:28][CH2:29]3)=[N:22][CH:23]=2)[CH2:17][CH2:16]1. Reported procedure: Using 4-(acetylaminomethyl)benzoic acid (116 mg) and 1-(5-cyclopropyl-3-methylpyridin-2-yl)piperazine (156 mg) described in Preparation Example 83 and by the reaction and treatment in the same manner as in Example 87, the title compound (96 mg) was obtained. RXN SMILES: [C:1]1([CH2:7][CH2:8][CH2:9][C:10]([NH:12][C@H:13]([C:17]([OH:19])=O)[CH:14]([CH3:16])[CH3:15])=[O:11])[CH:6]=[CH:5][CH:4]=[CH:3][CH:2]=1.[NH:20]1[CH2:24][CH2:23][CH2:22][CH2:21]1>C(Cl)Cl>[C:1]1([CH2:7][CH2:8][CH2:9][C:10]([NH:12][C@H:13]([C:17]([N:20]2[CH2:24][CH2:23][CH2:22][CH2:21]2)=[O:19])[CH:14]([CH3:15])[CH3:16])=[O:11])[CH:2]=[CH:3][CH:4]=[CH:5][CH:6]=1. Procedure details: After completion of the reaction, the mixture was extracted twice with ethyl ether to remove the unreacted acid chloride. The water phase was acidified by addition of hydrochloric acid. The resulting precipitate was extracted three times with ethyl acetate and the solvent was removed under vacuum, whereby N-(γ-phenyl)butyryl-L-valine was obtained. N-(γ-phenyl)butyryl-L-valine (1 equivalent) was then dissolved in dry methylene chloride (ca. 100 ml) together with pyrrolidine (1 equivalent), WSCD (... Starting materials: C1(=CC=CC=C1)CCCC(=O)N[C@@H](C(C)C)C(=O)O (N-(γ-phenyl)butyryl-L-valine), N1CCCC1 (pyrrolidine). Run in C(Cl)Cl (methylene chloride). The product is C1(=CC=CC=C1)CCCC(=O)N[C@@H](C(C)C)C(=O)N1CCCC1 (N-[N-(γ-phenyl)butyryl-L-valyl]pyrrolidine). The reactants are C(C1=CC=CC=C1)NC1=C(C=C(C=C1)[N+](=O)[O-])[N+](=O)[O-] (N-benzyl-2,4-dinitroaniline), [Cl-].[NH4+] (ammonium chloride), O.[S-2].[Na+].[Na+] (sodium sulfide hydrate). The solvent is CO (methanol). Reaction conditions: temperature 25 celsius. Yields the product C(C1=CC=CC=C1)NC1=C(C=C(C=C1)[N+](=O)[O-])N (N-benzyl-2-amino-4-nitroaniline). The yield is 73.2%. As a reaction SMILES: [CH2:1]([NH:8][C:9]1[CH:14]=[CH:13][C:12]([N+:15]([O-:17])=[O:16])=[CH:11][C:10]=1[N+:18]([O-])=O)[C:2]1[CH:7]=[CH:6][CH:5]=[CH:4][CH:3]=1.[Cl-].[NH4+].O.[S-2].[Na+].[Na+]>CO>[CH2:1]([NH:8][C:9]1[CH:14]=[CH:13][C:12]([N+:15]([O-:17])=[O:16])=[CH:11][C:10]=1[NH2:18])[C:2]1[CH:3]=[CH:4][CH:5]=[CH:6][CH:7]=1 |f:1.2,3.4.5.6|. Reported procedure: A mixture of 2.0 g (7.3 mmol) N-benzyl-2,4-dinitroaniline, 1.50 g (28.0 mmol) ammonium chloride, 6.7 g (28.0 mmol) sodium sulfide hydrate and 100 ml methanol was refluxed for 3/4 h. After cooling to 25° C. the mixture was filtered and evaporated. The product was stirred with water to give 1.3 g (73%) N-benzyl-2-amino-4-nitroaniline. 1H-NMR (CDCl3): 8.1-6.5 (8H, m), 4.9-4.3 (3H, m), 3.4 (2H, broad s). The reactants are N1=CC(=CC=C1)CN1C=CC2=C(CC1=O)C=C(C(=C2)OC)OC (3-[(pyridin-3-yl)methyl]-7,8-dimethoxy-1,3-dihydro-2H-3-benzazepin-2-one), COC=1C=C(C=CC1OC)CCBr (2-(3,4-dimethoxyphenyl)-ethyl bromide), C(C)OCC (diethylether). Solvent: CO.C(Cl)Cl (methanol methylene chloride). Conditions: temperature 110 celsius. Product: [Br-].COC=1C=C(C=CC1OC)CC[N+]1=CC(=CC=C1)CN1C=CC2=C(CC1=O)C=C(C(=C2)OC)OC (3-[(N-(2-(3,4-Dimethoxy-phenyl)-ethyl)-pyridinium-3-yl)-methyl]7,8-dimethoxy-1,3-dihydro-2H-3-benzazepin-2-one bromide). RXN SMILES: [N:1]1[CH:6]=[CH:5][CH:4]=[C:3]([CH2:7][N:8]2[C:14](=[O:15])[CH2:13][C:12]3[CH:16]=[C:17]([O:22][CH3:23])[C:18]([O:20][CH3:21])=[CH:19][C:11]=3[CH:10]=[CH:9]2)[CH:2]=1.[CH3:24][O:25][C:26]1[CH:27]=[C:28]([CH2:34][CH2:35][Br:36])[CH:29]=[CH:30][C:31]=1[O:32][CH3:33].C(OCC)C>CO.C(Cl)Cl>[Br-:36].[CH3:24][O:25][C:26]1[CH:27]=[C:28]([CH2:34][CH2:35][N+:1]2[CH:6]=[CH:5][CH:4]=[C:3]([CH2:7][N:8]3[C:14](=[O:15])[CH2:13][C:12]4[CH:16]=[C:17]([O:22][CH3:23])[C:18]([O:20][CH3:21])=[CH:19][C:11]=4[CH:10]=[CH:9]3)[CH:2]=2)[CH:29]=[CH:30][C:31]=1[O:32][CH3:33] |f:3.4,5.6|. Procedure details: A mixture of 1.1 g (0.0035 mol) of 3-[(pyridin-3-yl)methyl]-7,8-dimethoxy-1,3-dihydro-2H-3-benzazepin-2-one and 2-(3,4-dimethoxyphenyl)-ethyl bromide is heated to 110° C. for 6 hours. After cooling, the reaction mixture is dissolved in a little methanol/ methylene chloride and added dropwize to 200 ml of diethylether, with vigorous stirring. The precipitate obtained is suction filtered and dried. Yield: 1.6 g (80% of theory), Melting point: 147°-150° C. Reactants: C(C)OC(C(CC1=CC(=C(C(=C1)C)OCCC=1N=C(OC1C)C1CCCCC1)C)OC(C)C)=O (3-{4-[2-(2-cyclohexyl-5-methyl-oxazol-4-yl)-ethoxy]-3,5-dimethyl-phenyl}-2-isopropoxy-propionic acid ethyl ester), CCOC(=O)C (AcOEt), [OH-].[Na+] (NaOH), ice AcOEt HCl. Run in C1CCOC1.CCO (THF EtOH). Run at time 14 hour. Yields the product C1(CCCCC1)C=1OC(=C(N1)CCOC1=C(C=C(C=C1C)CC(C(=O)O)OC(C)C)C)C (3-{4-[2-(2-Cyclohexyl-5-methyl-oxazol-4-yl)-ethoxy]-3,5-dimethyl-phenyl}-2-isopropoxy-propionic acid). The yield is 87.5%. RXN SMILES: C([O:3][C:4](=[O:34])[CH:5]([O:30][CH:31]([CH3:33])[CH3:32])[CH2:6][C:7]1[CH:12]=[C:11]([CH3:13])[C:10]([O:14][CH2:15][CH2:16][C:17]2[N:18]=[C:19]([CH:23]3[CH2:28][CH2:27][CH2:26][CH2:25][CH2:24]3)[O:20][C:21]=2[CH3:22])=[C:9]([CH3:29])[CH:8]=1)C.[OH-].[Na+].CCOC(C)=O>C1COCC1.CCO>[CH:23]1([C:19]2[O:20][C:21]([CH3:22])=[C:17]([CH2:16][CH2:15][O:14][C:10]3[C:9]([CH3:29])=[CH:8][C:7]([CH2:6][CH:5]([O:30][CH:31]([CH3:32])[CH3:33])[C:4]([OH:34])=[O:3])=[CH:12][C:11]=3[CH3:13])[N:18]=2)[CH2:28][CH2:27][CH2:26][CH2:25][CH2:24]1 |f:1.2,4.5|. Procedure details: 0.181 g of the above prepared 3-{4-[2-(2-cyclohexyl-5-methyl-oxazol-4-yl)-ethoxy]-3,5-dimethyl-phenyl}-2-isopropoxy-propionic acid ethyl ester (0.384 mmol) was dissolved in 6 ml of THF/EtOH=1/1, treated with 0.959 ml of 2N NaOH (5 eq.), and kept at ambient temperature for 14 h. The reaction mixture was then poured onto crashed ice/AcOEt/HCl dil., the aqueous phase reextracted once more with AcOEt, the combined organic layers washed with water, dried over magnesium sulfate, and evaporated to dryn... Starting materials: N#CCOc1cccc2cccnc12, O=C([O-])[O-], CCO, Cl, [K+], [K+], NO, O. Product: NC(COc1cccc2cccnc12)=NO. As a reaction SMILES: [C:10](#[N:11])[CH2:12][O:13][c:14]1[cH:15][cH:16][cH:17][c:18]2[cH:19][cH:20][cH:21][n:22][c:23]12.[C:4](=[O:5])([O-:6])[O-:7].[CH3:25][CH2:26][OH:27].[ClH:1].[K+:8].[K+:9].[NH2:2][OH:3].[OH2:24]>>[N:2]([OH:3])=[C:10]([NH2:11])[CH2:12][O:13][c:14]1[cH:15][cH:16][cH:17][c:18]2[cH:19][cH:20][cH:21][n:22][c:23]12. Starting materials: C(CCC)[Li] (n-butyllithium), CCCCCC (hexane), three, C(C)(C)NC(C)C (diisopropylamine), ClC1=CC=C(C=C1)NC(=O)N1N=C(C(C1)C)C1=CC=C(C=C1)Cl (N,3-bis-(4-chlorophenyl)-4-methyl-4,5-dihydro-1H-pyrazole-1-carboxamide), CN(C(=O)Cl)C (dimethylcarbamoyl chloride). The solvent is O1CCCC1 (tetrahydrofuran). Conditions: temperature -20 celsius, time 30 minute. The product is ClC1=CC=C(C=C1)NC(=O)N1N=C(C(C1)(C)C(N(C)C)=O)C1=CC=C(C=C1)Cl (N,3-bis-(4-chlorophenyl)-4-dimethylcarbamoyl-4-methyl-4,5-dihydro-1H-pyrazole-1-carboxamide). Isolated yield 66.2%. Reaction SMILES: C(NC(C)C)(C)C.[Cl:8][C:9]1[CH:14]=[CH:13][C:12]([NH:15][C:16]([N:18]2[CH2:22][CH:21]([CH3:23])[C:20]([C:24]3[CH:29]=[CH:28][C:27]([Cl:30])=[CH:26][CH:25]=3)=[N:19]2)=[O:17])=[CH:11][CH:10]=1.C([Li])CCC.CCCCCC.[CH3:42][N:43]([CH3:47])[C:44](Cl)=[O:45]>O1CCCC1>[Cl:8][C:9]1[CH:10]=[CH:11][C:12]([NH:15][C:16]([N:18]2[CH2:22][C:21]([C:44](=[O:45])[N:43]([CH3:47])[CH3:42])([CH3:23])[C:20]([C:24]3[CH:25]=[CH:26][C:27]([Cl:30])=[CH:28][CH:29]=3)=[N:19]2)=[O:17])=[CH:13][CH:14]=1. Reported procedure: Into a 3000 ml three necked flask equipped with a mechanical stirrer, thermometer, and addition funnel was placed 65 ml of diisopropylamine (0.47 mole), 155 g (0.45 mole) of N,3-bis-(4-chlorophenyl)-4-methyl-4,5-dihydro-1H-pyrazole-1-carboxamide and 1000 ml of tetrahydrofuran. The atmosphere was exchanged for nitrogen and the mixture was cooled to -20° C. internal. Then 375 ml of 2.6M n-butyllithium in hexane (0.97 mole) was added at a rate to maintain the internal temperature below -10° C. The ...